From a dataset of the Open Reaction Database (ORD), a public repository of structured organic reaction records. describe an organic reaction: reactants, conditions, products, and yield Reaction SMILES: [O:1]=[C:2]1[C:8]2[CH:9]=[CH:10][CH:11]=[CH:12][C:7]=2[N:6]2[CH:13]=[N:14][C:15]([C:16](=[S:18])[NH2:17])=[C:5]2[C@@H:4]2[CH2:19][CH2:20][N:3]12.[Cl:21][CH2:22][C:23](=O)[CH2:24]Cl>O1CCOCC1>[Cl:21][CH2:22][C:23]1[N:17]=[C:16]([C:15]2[N:14]=[CH:13][N:6]3[C:7]4[CH:12]=[CH:11][CH:10]=[CH:9][C:8]=4[C:2](=[O:1])[N:3]4[CH2:20][CH2:19][C@H:4]4[C:5]=23)[S:18][CH:24]=1. Run in O1CCOCC1 (dioxan). Procedure details: A yellow suspension of 4.86 g (0.0171 mol) of (S)-9-oxo-12,12a-dihydro-9H,11H-azeto[2,1-c]imidazo[l,5-a][1,4]benzodiazepine-1-thiocarboxamide in 120 ml of dioxan was treated with 2.38 g (0.0188 mol) of 1,3-dichloro-2-propanone. The suspension was boiled at reflux for 48 hrs. The solution obtained was cooled and completely freed from the solvents. The product was chromatographed over silica gel with dichloromethane/ethyl acetate 1:1 as the eluent and recrystallized from hot ethyl acetate. There w... Reactants: O=C1N2[C@H](C=3N(C4=C1C=CC=C4)C=NC3C(N)=S)CC2 ((S)-9-oxo-12,12a-dihydro-9H,11H-azeto[2,1-c]imidazo[l,5-a][1,4]benzodiazepine-1-thiocarboxamide), ClCC(CCl)=O (1,3-dichloro-2-propanone). The product is ClCC=1N=C(SC1)C=1N=CN2C1[C@H]1N(C(C3=C2C=CC=C3)=O)CC1 ((S)-1-(4-chloromethyl-thiazol-2-yl)-12,12a-dihydro-9H,11H-azeto[2,1-c]-imidazo[1,5-a][1,4]benzodiazepin-9-one). Yield: 41.6%. The reactants are CC(C)(C)[Si](OCCOCC(Oc1ncnc2c1cnn2-c1cccc(Cl)c1Cl)C(=O)Nc1ccc(Cl)cn1)(c1ccccc1)c1ccccc1, C1CCOC1, CCCC[N+](CCCC)(CCCC)CCCC, CCOC(C)=O, [Cl-], [F-], [NH4+]. The product is O=C(Nc1ccc(Cl)cn1)C(COCCO)Oc1ncnc2c1cnn2-c1cccc(Cl)c1Cl. RXN SMILES: [C:19]([Si:20]([c:21]1[cH:22][cH:23][cH:58][cH:59][cH:60]1)([O:24][CH2:25][CH2:26][O:27][CH2:28][CH:29]([C:30](=[O:31])[NH:32][c:33]1[n:34][cH:35][c:36]([Cl:39])[cH:37][cH:38]1)[O:40][c:41]1[c:42]2[c:43]([n:44][cH:45][n:46]1)[n:47](-[c:50]1[c:51]([Cl:57])[c:52]([Cl:56])[cH:53][cH:54][cH:55]1)[n:48][cH:49]2)[c:61]1[cH:62][cH:63][cH:64][cH:65][cH:66]1)([CH3:67])([CH3:68])[CH3:69].[CH2:72]1[O:73][CH2:74][CH2:75][CH2:76]1.[CH3:2][CH2:3][CH2:4][CH2:5][N+:6]([CH2:7][CH2:8][CH2:9][CH3:10])([CH2:11][CH2:12][CH2:13][CH3:14])[CH2:15][CH2:16][CH2:17][CH3:18].[CH3:77][CH2:78][O:79][C:80]([CH3:81])=[O:82].[Cl-:70].[F-:1].[NH4+:71]>>[OH:24][CH2:25][CH2:26][O:27][CH2:28][CH:29]([C:30](=[O:31])[NH:32][c:33]1[n:34][cH:35][c:36]([Cl:39])[cH:37][cH:38]1)[O:40][c:41]1[c:42]2[c:43]([n:44][cH:45][n:46]1)[n:47](-[c:50]1[c:51]([Cl:57])[c:52]([Cl:56])[cH:53][cH:54][cH:55]1)[n:48][cH:49]2. Reactants: solution, P(O)(O)(O)=O (phosphoric acid), C(C)(=O)OCC (Ethyl acetate), [N+](=O)([O-])C1=C(CO)C=C(C=C1)OCC1=NC2=CC=CC=C2C=C1 (2-nitro-5-(2-quinolylmethoxy)benzyl alcohol), C1(CCCCC1)N=C=NC1CCCCC1 (dicyclohexylcarbodiimide). The solvent is CS(=O)C (DMSO), CS(=O)C (DMSO). Reaction conditions: time 1 hour. Product: [N+](=O)([O-])C1=C(C=O)C=C(C=C1)OCC1=NC2=CC=CC=C2C=C1 (2-nitro-5-(2-quinolylmethoxy)benzaldehyde). The yield is 72.4%. RXN SMILES: [N+:1]([C:4]1[CH:11]=[CH:10][C:9]([O:12][CH2:13][C:14]2[CH:23]=[CH:22][C:21]3[C:16](=[CH:17][CH:18]=[CH:19][CH:20]=3)[N:15]=2)=[CH:8][C:5]=1[CH2:6][OH:7])([O-:3])=[O:2].C1(N=C=NC2CCCCC2)CCCCC1.P(=O)(O)(O)O.C(OCC)(=O)C>CS(C)=O>[N+:1]([C:4]1[CH:11]=[CH:10][C:9]([O:12][CH2:13][C:14]2[CH:23]=[CH:22][C:21]3[C:16](=[CH:17][CH:18]=[CH:19][CH:20]=3)[N:15]=2)=[CH:8][C:5]=1[CH:6]=[O:7])([O-:3])=[O:2]. Reported procedure: To a solution of 2-nitro-5-(2-quinolylmethoxy)benzyl alcohol (1.74 g, 5.6 mmol), prepared in step 1, and dicyclohexylcarbodiimide (3.71 g, 18 mmol) in DMSO (25 ml) was added 1M solution of phosphoric acid in DMSO (2.7 ml), and the resulting mixture was stirred at room temperature for 1 hour. Ethyl acetate (100 ml) was then added and the precipitated dicyclohexylurea was filtered off. The filtrate was washed with water, and brine, dried over MgSO4, and concentrated in vacuo. The residue was chrom... Starting materials: ice water, C(CCCCC)C1CC2=CC=C(C=C2C1)B(O)O (2-hexylindan-5-boronic acid), ClC=1N=NC(=CC1)Cl (3,6-dichloropyridazine), C(C)O (ethanol), C([O-])([O-])=O.[Na+].[Na+] (sodium carbonate). Reagents/catalysts: [Pd].C1(=CC=CC=C1)P(C1=CC=CC=C1)C1=CC=CC=C1.C1(=CC=CC=C1)P(C1=CC=CC=C1)C1=CC=CC=C1.C1(=CC=CC=C1)P(C1=CC=CC=C1)C1=CC=CC=C1.C1(=CC=CC=C1)P(C1=CC=CC=C1)C1=CC=CC=C1 (tetrakis (triphenylphosphine) palladium). Run in C1=CC=CC=C1 (benzene). Product: C(CCCCC)C1CC2=CC=C(C=C2C1)C=1N=NC(=CC1)C=1C=C2CC(CC2=CC1)CCCCCC (3,6-bis(2-hexylindan-5-yl)pyridazine). Isolated yield 79.0%. Reaction SMILES: [CH2:1]([CH:7]1[CH2:15][C:14]2[C:9](=[CH:10][CH:11]=[C:12](B(O)O)[CH:13]=2)[CH2:8]1)[CH2:2][CH2:3][CH2:4][CH2:5][CH3:6].Cl[C:20]1[N:21]=[N:22][C:23](Cl)=[CH:24][CH:25]=1.[CH2:27](O)[CH3:28].C(=O)([O-])[O-].[Na+].[Na+]>[Pd].C1(P(C2C=CC=CC=2)C2C=CC=CC=2)C=CC=CC=1.C1(P(C2C=CC=CC=2)C2C=CC=CC=2)C=CC=CC=1.C1(P(C2C=CC=CC=2)C2C=CC=CC=2)C=CC=CC=1.C1(P(C2C=CC=CC=2)C2C=CC=CC=2)C=CC=CC=1.C1C=CC=CC=1>[CH2:1]([CH:7]1[CH2:15][C:14]2[C:9](=[CH:10][CH:11]=[C:12]([C:20]3[N:21]=[N:22][C:23]([C:12]4[CH:13]=[C:14]5[C:9](=[CH:10][CH:11]=4)[CH2:8][CH:7]([CH2:1][CH2:2][CH2:3][CH2:4][CH2:27][CH3:28])[CH2:15]5)=[CH:24][CH:25]=3)[CH:13]=2)[CH2:8]1)[CH2:2][CH2:3][CH2:4][CH2:5][CH3:6] |f:3.4.5,6.7.8.9.10|. Reported procedure: 0.74 g (3.0 mM) of 2-hexylindan-5-boronic acid, 0.22 g (1.5 mM) of 3,6-dichloropyridazine, 2 ml of ethanol, 4 ml of benzene, 4 ml of 2M-sodium carbonate aqueous solution and 0.21 g of tetrakis (triphenylphosphine) palladium (O) were mixed and heat-refluxed for 2 hours under stirring. After the reaction, the reaction mixture was poured into ice water to precipitate a crystal. The crystal was recovered by filtration under reduced pressure and purified by silica gel column chromatography (eluent: t... As a reaction SMILES: [NH2:1][C:2]1[C:6]2[C:7](=[O:17])[N:8]([CH:12]([CH:14]3[CH2:16][CH2:15]3)[CH3:13])[CH:9]=[C:10]([Br:11])[C:5]=2[NH:4][N:3]=1>CCCCCC.C(O)C>[NH2:1][C:2]1[C:6]2[C:7](=[O:17])[N:8]([C@@H:12]([CH:14]3[CH2:15][CH2:16]3)[CH3:13])[CH:9]=[C:10]([Br:11])[C:5]=2[NH:4][N:3]=1 |f:1.2|. Starting materials: NC1=NNC2=C1C(N(C=C2Br)C(C)C2CC2)=O (3-amino-7-bromo-5-(1-cyclopropylethyl)-1,5-dihydro-4H-pyrazolo[4,3-c]pyridin-4-one). Isolated yield 48.1%. Yields the product NC1=NNC2=C1C(N(C=C2Br)[C@H](C)C2CC2)=O (3-amino-7-bromo-5-((1R)-1-cyclopropylethyl)-1,5-dihydro-4H-pyrazolo[4,3-c]pyridin-4-one). Solvent: CCCCCC.C(C)O (hexane ethanol). Procedure: Racemic 3-amino-7-bromo-5-(1-cyclopropylethyl)-1,5-dihydro-4H-pyrazolo[4,3-c]pyridin-4-one obtained in Example 164 (1.12 g) was resolved by HPLC (column: CHIRALPAD AD, 50 mmID×500 mmL, manufactured by Daicel Chemical Industries, mobile phase: hexane/ethanol=800/200(v/v)) to give the title compound (539 mg) having a longer retention time.